Dataset: the Open Reaction Database (ORD), a public repository of structured organic reaction records. Task: describe an organic reaction: reactants, conditions, products, and yield As a reaction SMILES: [Br:1][C:2]1[C:11]2[C:6](=[CH:7][CH:8]=[CH:9][CH:10]=2)[C:5]([O:12][S:13]([C:16]([F:19])([F:18])[F:17])(=[O:15])=[O:14])=[C:4]([CH:20]([OH:26])[C:21]([O:23][CH2:24][CH3:25])=[O:22])[C:3]=1[CH3:27].CC(OI1(OC(C)=O)(OC(C)=O)OC(=O)C2C=CC=CC1=2)=O.[O-]S([O-])(=S)=O.[Na+].[Na+]>C(Cl)Cl.O>[Br:1][C:2]1[C:11]2[C:6](=[CH:7][CH:8]=[CH:9][CH:10]=2)[C:5]([O:12][S:13]([C:16]([F:19])([F:17])[F:18])(=[O:14])=[O:15])=[C:4]([C:20](=[O:26])[C:21]([O:23][CH2:24][CH3:25])=[O:22])[C:3]=1[CH3:27] |f:2.3.4|. Conditions: time 30 minute. Run in O (H2O), C(Cl)Cl (DCM). The yield is 96.7%. The product is BrC1=C(C(=C(C2=CC=CC=C12)OS(=O)(=O)C(F)(F)F)C(C(=O)OCC)=O)C (ethyl 2-(4-bromo-3-methyl-1-(trifluoromethyl-sulfonyloxy) naphthalen-2-yl)-2-oxoacetate). The reactants are BrC1=C(C(=C(C2=CC=CC=C12)OS(=O)(=O)C(F)(F)F)C(C(=O)OCC)O)C (ethyl 2-(4-bromo-3-methyl-1-(trifluoromethylsulfonyloxy)naphthalen-2-yl)-2-hydroxyacetate), CC(=O)OI1(C=2C=CC=CC2C(=O)O1)(OC(=O)C)OC(=O)C (Dess-Martin periodinane), [O-]S(=O)(=S)[O-].[Na+].[Na+] (Na2S2O3). Reported procedure: A solution of ethyl 2-(4-bromo-3-methyl-1-(trifluoromethylsulfonyloxy)naphthalen-2-yl)-2-hydroxyacetate (crude, 1.22 g, ˜2.60 mmol) in DCM (60 mL) was treated with Dess-Martin periodinane (1.32 g, 3.12 mmol) at 23° C. After 30 min, 10% Na2S2O3 (30 mL) was added at 23° C. The system was diluted with H2O (20 mL) and extracted with DCM (3×30 mL). Combined organic layers were dried (Na2SO4), filtered, and concentrated. The residue was treated with benzene, filtered, and wet-loaded onto a silica gel ... The reactants are COc1cc2c(cc1OC)CNCC2, COC(C)O, COc1cc2c(cc1OC)S(=O)(=O)NC(Cl)=N2, [H][H]. Yields the product COc1cc2c(cc1OC)CN(C1=Nc3cc(OC)c(OC)cc3S(=O)(=O)N1)CC2. As a reaction SMILES: [CH3:18][O:19][c:20]1[cH:21][c:22]2[c:27]([cH:28][c:29]1[O:30][CH3:31])[CH2:26][NH:25][CH2:24][CH2:23]2.[CH3:34][O:35][CH:36]([OH:37])[CH3:38].[Cl:1][C:2]1=[N:7][c:6]2[c:5]([cH:11][c:10]([O:12][CH3:13])[c:9]([O:14][CH3:15])[cH:8]2)[S:4](=[O:16])(=[O:17])[NH:3]1.[H:32][H:33]>>[C:2]1([N:25]2[CH2:24][CH2:23][c:22]3[cH:21][c:20]([O:19][CH3:18])[c:29]([O:30][CH3:31])[cH:28][c:27]3[CH2:26]2)=[N:7][c:6]2[c:5]([cH:11][c:10]([O:12][CH3:13])[c:9]([O:14][CH3:15])[cH:8]2)[S:4](=[O:16])(=[O:17])[NH:3]1.